From a dataset of the Open Reaction Database (ORD), a public repository of structured organic reaction records. describe an organic reaction: reactants, conditions, products, and yield Starting materials: CS(=O)(=O)O, CCOC(C)=O, CN(CCOc1ccc(CC2SC(=O)NC2=O)cc1)c1ccccn1. Yields the product CS(=O)(=O)O, CN(CCOc1ccc(CC2SC(=O)NC2=O)cc1)c1ccccn1. RXN SMILES: [CH3:1][S:2]([OH:3])(=[O:4])=[O:5].[CH3:31][CH2:32][O:33][C:34](=[O:35])[CH3:36].[CH3:6][N:7]([c:8]1[n:9][cH:10][cH:11][cH:12][cH:13]1)[CH2:14][CH2:15][O:16][c:17]1[cH:18][cH:19][c:20]([CH2:21][CH:22]2[C:23](=[O:28])[NH:24][C:25](=[O:27])[S:26]2)[cH:29][cH:30]1>>[CH3:1][S:2](=[O:3])(=[O:4])[OH:5].[CH3:6][N:7]([c:8]1[n:9][cH:10][cH:11][cH:12][cH:13]1)[CH2:14][CH2:15][O:16][c:17]1[cH:18][cH:19][c:20]([CH2:21][CH:22]2[C:23](=[O:28])[NH:24][C:25](=[O:27])[S:26]2)[cH:29][cH:30]1. Yields the product ClC1=C(C=2CCC(N3C=C(C(C(C23)=C1)=O)C(=O)O)C)N1CCCCC1 (9-chloro-8-(1-piperidyl)-5-methyl-6,7-dihydro-1-oxo-1H,5H-benzo[ij]quinolizine-2-carboxylic acid). Solvent: CN(P(N(C)C)(N(C)C)=O)C (hexamethylphosphoric triamide), CN(P(N(C)C)(N(C)C)=O)C (hexamethylphosphoric triamide). The reactants are ClC1=C(C=C2C(C(=CN3C(CCC1=C23)C)C(=O)O)=O)Cl (8,9-dichloro-5-methyl-6,7-dihydro-1-oxo-1H,5H-benzo[ij]quinolizine-2-carboxylic acid), N1CCCCC1 (piperidine), N1CCCCC1 (piperidine). Reported procedure: In a 200 ml autoclave were placed 4.6 g of 8,9-dichloro-5-methyl-6,7-dihydro-1-oxo-1H,5H-benzo[ij]quinolizine-2-carboxylic acid, 5 g of piperidine and 50 ml of hexamethylphosphoric triamide and the mixture was reacted at 160° C. on an oil bath for 5 hours. After completion of reaction hexamethylphosphoric triamide and piperidine were distilled off under reduced pressure and to the residue was added ethyl acetate and crystallized. Recrystallization from dimethylformamide-water give 1.3 g of 9-chl... Reaction SMILES: Cl[C:2]1[C:13]2=[C:14]3[N:9]([CH:10]([CH3:15])[CH2:11][CH2:12]2)[CH:8]=[C:7]([C:16]([OH:18])=[O:17])[C:6](=[O:19])[C:5]3=[CH:4][C:3]=1[Cl:20].[NH:21]1[CH2:26][CH2:25][CH2:24][CH2:23][CH2:22]1>CN(C)P(=O)(N(C)C)N(C)C>[Cl:20][C:3]1[CH:4]=[C:5]2[C:14]3[N:9]([CH:8]=[C:7]([C:16]([OH:18])=[O:17])[C:6]2=[O:19])[CH:10]([CH3:15])[CH2:11][CH2:12][C:13]=3[C:2]=1[N:21]1[CH2:26][CH2:25][CH2:24][CH2:23][CH2:22]1. Isolated yield 24.4%. Product: COCCN(CC(F)(F)F)C1CCN(C(=O)OC(C)(C)C)CC1. As a reaction SMILES: [BH3:28].[C:1]([CH3:2])([CH3:3])([CH3:4])[O:5][C:6](=[O:7])[N:8]1[CH2:9][CH2:10][CH:11]([N:14]([C:15]([C:16]([F:17])([F:18])[F:19])=[O:20])[CH2:21][CH2:22][O:23][CH3:24])[CH2:12][CH2:13]1.[CH2:29]1[O:30][CH2:31][CH2:32][CH2:33]1.[CH3:25][S:26][CH3:27]>>[C:1]([CH3:2])([CH3:3])([CH3:4])[O:5][C:6](=[O:7])[N:8]1[CH2:9][CH2:10][CH:11]([N:14]([CH2:15][C:16]([F:17])([F:18])[F:19])[CH2:21][CH2:22][O:23][CH3:24])[CH2:12][CH2:13]1. Reactants: B, COCCN(C(=O)C(F)(F)F)C1CCN(C(=O)OC(C)(C)C)CC1, C1CCOC1, CSC. The reactants are COC(C1=CC(=CC=C1)C(=O)N1CCC(=CC1)C1=CC2=C(N=CN=C2NC2=CC3=C(N=CS3)C=C2)N1)=O (3-{4-[4-(Benzothiazol-6-ylamino)-7H-pyrrolo[2,3-d]pyrimidin-6-yl]-3,6-dihydro-2H-pyridine-1-carbonyl}-benzoic acid methyl ester), [OH-].[Na+] (NaOH). The solvent is CCOC(=O)C (EtOAc), CO (MeOH), O (water). Run at temperature 65 celsius, time 16 hour. The product is S1C=NC2=C1C=C(C=C2)NC=2C1=C(N=CN2)NC(=C1)C=1CCN(CC1)C(=O)C=1C=C(C(=O)O)C=CC1 (3-{4-[4-(Benzothiazol-6-ylamino)-7H-pyrrolo[2,3-d]-pyrimidin-6-yl]-3,6-dihydro-2H-pyridine-1-carbonyl}-benzoic acid). Reaction SMILES: C[O:2][C:3](=[O:37])[C:4]1[CH:9]=[CH:8][CH:7]=[C:6]([C:10]([N:12]2[CH2:17][CH:16]=[C:15]([C:18]3[NH:36][C:21]4[N:22]=[CH:23][N:24]=[C:25]([NH:26][C:27]5[CH:35]=[CH:34][C:30]6[N:31]=[CH:32][S:33][C:29]=6[CH:28]=5)[C:20]=4[CH:19]=3)[CH2:14][CH2:13]2)=[O:11])[CH:5]=1.[OH-].[Na+]>CO.O.CCOC(C)=O>[S:33]1[C:29]2[CH:28]=[C:27]([NH:26][C:25]3[C:20]4[CH:19]=[C:18]([C:15]5[CH2:16][CH2:17][N:12]([C:10]([C:6]6[CH:5]=[C:4]([CH:9]=[CH:8][CH:7]=6)[C:3]([OH:37])=[O:2])=[O:11])[CH2:13][CH:14]=5)[NH:36][C:21]=4[N:22]=[CH:23][N:24]=3)[CH:35]=[CH:34][C:30]=2[N:31]=[CH:32]1 |f:1.2|. Procedure: 3-{4-[4-(Benzothiazol-6-ylamino)-7H-pyrrolo[2,3-d]pyrimidin-6-yl]-3,6-dihydro-2H-pyridine-1-carbonyl}-benzoic acid methyl ester (0.624 mmol) was suspended in a mixture of MeOH (6.0 mL) and water (2.0 mL). 2 M NaOH solution (1.0 mmol) was then added to the above suspension and the reaction temperature increased to 65° C. The resulting suspension was stirred for a further period of 16 h. The mixture was allowed to reach r.t and diluted with EtOAc (30 mL) and washed with 2M NaOH (2×20 mL). The aque... Conditions: temperature 82.5 celsius, time 1.25 hour. Reagents/catalysts: C1=CC=C(C=C1)P([C-]2C=CC=C2)C3=CC=CC=C3.C1=CC=C(C=C1)P([C-]2C=CC=C2)C3=CC=CC=C3.Cl[Pd]Cl.[Fe+2] (Pd(dppf)Cl2). The solvent is O (water), CN(C)C=O (DMF). Reactants: solution, C(=O)([O-])[O-].[Na+].[Na+] (Na2CO3), BrC1=CC=C2CN(C(C2=C1)=O)[C@@H](C(=O)OC)C(C)C ((R)-Methyl 2-(6-bromo-1-oxoisoindolin-2-yl)-3-methylbutanoate), CC1(OB(OC1(C)C)C1=CC=C(C=C1)NC(=O)NC1=CC(=CC=C1)C(F)(F)F)C (1-(4-(4,4,5,5-Tetramethyl-1,3,2-dioxaborolan-2-yl)phenyl)-3-(3-(trifluoromethyl)phenyl)urea), C(Cl)Cl (CH2Cl2). Yields the product COC([C@@H](C(C)C)N1C(C2=CC(=CC=C2C1)C1=CC=C(C=C1)NC(=O)NC1=CC(=CC=C1)C(F)(F)F)=O)=O ((R)-Methyl-3-methyl-2-(1-oxo-6-(4-(3-(3-(trifluoromethyl)phenyl)ureido)phenyl)isoindolin-2-yl)butanoate). Procedure: The compound of example 329 (288 mg, 0.886 mmol), compound of example 327 (300 mg, 0.738 mmole) and Pd(dppf)Cl2: CH2Cl2 (18 mg, 0.022 mmol) were taken in DMF (5 mL) under an argon atmosphere. To this reaction mixture, 2M solution of Na2CO3 (234 mg, 2.214 mmole, 1.1 mL) was added. The reaction mixture was stirred at 80-85° C. for 1 to 1.5 h. After completion of the reaction, water was added and the product obtained was extracted with ether. The ether layer was washed with water, brine and dried o... Reaction SMILES: Br[C:2]1[CH:10]=[C:9]2[C:5]([CH2:6][N:7]([C@H:12]([CH:17]([CH3:19])[CH3:18])[C:13]([O:15][CH3:16])=[O:14])[C:8]2=[O:11])=[CH:4][CH:3]=1.CC1(C)C(C)(C)OB([C:28]2[CH:33]=[CH:32][C:31]([NH:34][C:35]([NH:37][C:38]3[CH:43]=[CH:42][CH:41]=[C:40]([C:44]([F:47])([F:46])[F:45])[CH:39]=3)=[O:36])=[CH:30][CH:29]=2)O1.C(Cl)Cl.C([O-])([O-])=O.[Na+].[Na+]>CN(C=O)C.C1C=CC(P(C2C=CC=CC=2)[C-]2C=CC=C2)=CC=1.C1C=CC(P(C2C=CC=CC=2)[C-]2C=CC=C2)=CC=1.Cl[Pd]Cl.[Fe+2].O>[CH3:16][O:15][C:13](=[O:14])[C@H:12]([N:7]1[CH2:6][C:5]2[C:9](=[CH:10][C:2]([C:28]3[CH:29]=[CH:30][C:31]([NH:34][C:35]([NH:37][C:38]4[CH:43]=[CH:42][CH:41]=[C:40]([C:44]([F:45])([F:46])[F:47])[CH:39]=4)=[O:36])=[CH:32][CH:33]=3)=[CH:3][CH:4]=2)[C:8]1=[O:11])[CH:17]([CH3:19])[CH3:18] |f:3.4.5,7.8.9.10|.